This data is from the Open Reaction Database (ORD), a public repository of structured organic reaction records. The task is: describe an organic reaction: reactants, conditions, products, and yield The reactants are S=C(Cl)Cl, C1COCCO1, Nc1cc(C(=O)c2ccccc2)ccc1Cl. The product is O=C(c1ccccc1)c1ccc(Cl)c(N=C=S)c1. RXN SMILES: [C:17](=[S:18])([Cl:19])[Cl:20].[CH2:21]1[O:22][CH2:23][CH2:24][O:25][CH2:26]1.[NH2:1][c:2]1[cH:3][c:4]([C:9](=[O:10])[c:11]2[cH:12][cH:13][cH:14][cH:15][cH:16]2)[cH:5][cH:6][c:7]1[Cl:8]>>[N:1]([c:2]1[cH:3][c:4]([C:9](=[O:10])[c:11]2[cH:12][cH:13][cH:14][cH:15][cH:16]2)[cH:5][cH:6][c:7]1[Cl:8])=[C:17]=[S:18]. Run in C(=O)O (HCO2H). Starting materials: FC1(C[C@H](N(C1)C(=O)OC(C)(C)C)CC(C=C(C)C)=O)F ((R)-tert-butyl 4,4-difluoro-2-(4-methyl-2-oxopent-3-enyl)pyrrolidine-1-carboxylate). Reaction SMILES: [F:1][C:2]1([F:21])[CH2:6][N:5](C(OC(C)(C)C)=O)[C@H:4]([CH2:14][C:15](=[O:20])[CH:16]=[C:17]([CH3:19])[CH3:18])[CH2:3]1>C(O)=O>[F:21][C:2]1([F:1])[CH2:6][NH:5][C@H:4]([CH2:14][C:15](=[O:20])[CH:16]=[C:17]([CH3:18])[CH3:19])[CH2:3]1. The product is FC1(C[C@H](NC1)CC(C=C(C)C)=O)F (1-((R)-4,4-difluoropyrrolidin-2-yl)-4-methylpent-3-en-2-one). Procedure details: A HCO2H (20 ml) solution of (R)-tert-butyl 4,4-difluoro-2-(4-methyl-2-oxopent-3-enyl)pyrrolidine-1-carboxylate (1.10 g, 3.6 mmol) was stirred at room temperature for 6 hours until only trace amount of SM was detected by LC-MS. Solvent was removed in vacuo with bath temperature≦23° C. Compound 1-((R)-4,4-difluoropyrrolidin-2-yl)-4-methylpent-3-en-2-one was obtained as a light brown oil and was used directly in next reaction. Starting materials: [H-].[Na+] (sodium hydride), NC1=C(C=CC(=C1)Cl)[N+](=O)[O-] (2-amino-4-chloro-1-nitrobenzene), CN(C=O)C (dimethylformamide), ClC1=CC=C(C=C1)O (p-chlorophenol). Solvent: O (water). The product is NC1=C(C=CC(=C1)OC1=CC=C(C=C1)Cl)[N+](=O)[O-] (2-amino-4-(4-chlorophenoxy)-1-nitrobenzene). As a reaction SMILES: [H-].[Na+].CN(C)C=O.[Cl:8][C:9]1[CH:14]=[CH:13][C:12]([OH:15])=[CH:11][CH:10]=1.[NH2:16][C:17]1[CH:22]=[C:21](Cl)[CH:20]=[CH:19][C:18]=1[N+:24]([O-:26])=[O:25]>O>[NH2:16][C:17]1[CH:22]=[C:21]([O:15][C:12]2[CH:13]=[CH:14][C:9]([Cl:8])=[CH:10][CH:11]=2)[CH:20]=[CH:19][C:18]=1[N+:24]([O-:26])=[O:25] |f:0.1|. Reported procedure: 1.26 G. 57% sodium hydride in oil suspension in 20 ml. dimethylformamide is treated with 3.9 g. p-chlorophenol. When the mixture becomes homogenous, 2.5 g. 2-amino-4-chloro-1-nitrobenzene is added and the mixture heated for five hours at 130°-135° C. The crude product is obtained by diluting the reaction mixture with water and filtering and washing with water and hexane. Recrystallization from methanol gives pure 2-amino-4-(4-chlorophenoxy)-1-nitrobenzene. Reactants: ClC1=C(C=CC(=C1)O)C(C(C(F)(F)F)(O)C=1C=CC2=C(N(C(O2)=O)C)C1)C (5-[2-(2-chloro-4-hydroxy-phenyl)-1-hydroxy-1-trifluoromethyl-propyl]-3-methyl-3H-benzooxazol-2-one), COC(=O)C=1C=NC(=NC1)Cl (methyl-2-chloropyrimidine-5-carboxylate). Product: COC(=O)C=1C=NC(=NC1)OC1=CC(=C(C=C1)C(C(C(F)(F)F)(C=1C=CC2=C(N(C(O2)=O)C)C1)O)C)Cl (2-{3-Chloro-4-[3,3,3-trifluoro-2-hydroxy-1-methyl-2-(3-methyl-2-oxo-2,3-dihydro-benzooxazol-5-yl)-propyl]-phenoxy}-pyrimidine-5-carboxylic acid methyl ester). As a reaction SMILES: [Cl:1][C:2]1[CH:7]=[C:6]([OH:8])[CH:5]=[CH:4][C:3]=1[CH:9]([CH3:27])[C:10]([C:16]1[CH:17]=[CH:18][C:19]2[O:23][C:22](=[O:24])[N:21]([CH3:25])[C:20]=2[CH:26]=1)([OH:15])[C:11]([F:14])([F:13])[F:12].[CH3:28][O:29][C:30]([C:32]1[CH:33]=[N:34][C:35](Cl)=[N:36][CH:37]=1)=[O:31]>>[CH3:28][O:29][C:30]([C:32]1[CH:33]=[N:34][C:35]([O:8][C:6]2[CH:5]=[CH:4][C:3]([CH:9]([CH3:27])[C:10]([OH:15])([C:16]3[CH:17]=[CH:18][C:19]4[O:23][C:22](=[O:24])[N:21]([CH3:25])[C:20]=4[CH:26]=3)[C:11]([F:12])([F:13])[F:14])=[C:2]([Cl:1])[CH:7]=2)=[N:36][CH:37]=1)=[O:31]. Procedure details: The title compound was prepared in analogy to Example 196 from 5-[2-(2-chloro-4-hydroxy-phenyl)-1-hydroxy-1-trifluoromethyl-propyl]-3-methyl-3H-benzooxazol-2-one (obtained in Example 172) by alkylation with methyl-2-chloropyrimidine-5-carboxylate [CAS Reg. No. 287714-35-6]. MS (m/e)=538.2 [M+H+]. Yields the product CC(=O)CNC(=O)OC(C)(C)C. Reaction SMILES: [Br-:16].[CH2:19]1[O:20][CH2:21][CH2:22][CH2:23]1.[CH3:17][Mg+:18].[CH3:1][O:2][N:3]([C:4]([CH2:5][NH:6][C:7]([O:8][C:9]([CH3:10])([CH3:11])[CH3:12])=[O:13])=[O:14])[CH3:15]>>[C:4]([CH2:5][NH:6][C:7]([O:8][C:9]([CH3:10])([CH3:11])[CH3:12])=[O:13])(=[O:14])[CH3:17]. The reactants are [Br-], C1CCOC1, C[Mg+], CON(C)C(=O)CNC(=O)OC(C)(C)C. Reactants: CCO, CC(C)Oc1cc(C#N)ccn1, Cl, [Na+], [OH-], O. Yields the product CC(C)Oc1cc(C(=O)O)ccn1. Reaction SMILES: [CH3:17][CH2:18][OH:19].[CH:1]([CH3:2])([CH3:3])[O:4][c:5]1[cH:6][c:7]([C:8]#[N:9])[cH:10][cH:11][n:12]1.[ClH:15].[Na+:14].[OH-:13].[OH2:16]>>[CH:1]([CH3:2])([CH3:3])[O:4][c:5]1[cH:6][c:7]([C:8](=[O:13])[OH:16])[cH:10][cH:11][n:12]1. Yield: 66.0%. Procedure: To a solution of 5-aminomethyl-6-((S)-2-imidazol-1-yl-1-phenyl-ethoxy)-3,4-dihydro-2H-naphthalen-1-one bis-hydrochloride (40 mg, 0.092 mmole) in CH2Cl2 (1 mL) and pyridine (1 mL) was added 4-methoxybenzenesulfonyl chloride (0.75 mL, 0.4 M solution in trifluorotoluene, 3 equiv). The reaction was shaken overnight. A polyamine resin was added to quench the excess sulfonyl chloride. The mixture was filtered and concentrated. The residue was dissolved in EtOAc and washed with 1 M NaOH and brine, drie... Reaction conditions: time 8 hour. Reaction SMILES: Cl.Cl.[NH2:3][CH2:4][C:5]1[C:14]([O:15][C@@H:16]([C:23]2[CH:28]=[CH:27][CH:26]=[CH:25][CH:24]=2)[CH2:17][N:18]2[CH:22]=[CH:21][N:20]=[CH:19]2)=[CH:13][CH:12]=[C:11]2[C:6]=1[CH2:7][CH2:8][CH2:9][C:10]2=[O:29].[CH3:30][O:31][C:32]1[CH:37]=[CH:36][C:35]([S:38](Cl)(=[O:40])=[O:39])=[CH:34][CH:33]=1>C(Cl)Cl.N1C=CC=CC=1>[N:18]1([CH2:17][C@H:16]([C:23]2[CH:24]=[CH:25][CH:26]=[CH:27][CH:28]=2)[O:15][C:14]2[CH:13]=[CH:12][C:11]3[C:10](=[O:29])[CH2:9][CH2:8][CH2:7][C:6]=3[C:5]=2[CH2:4][NH:3][S:38]([C:35]2[CH:34]=[CH:33][C:32]([O:31][CH3:30])=[CH:37][CH:36]=2)(=[O:40])=[O:39])[CH:22]=[CH:21][N:20]=[CH:19]1 |f:0.1.2|. The product is N1(C=NC=C1)C[C@@H](OC1=C(C=2CCCC(C2C=C1)=O)CNS(=O)(=O)C1=CC=C(C=C1)OC)C1=CC=CC=C1 (N-[2-((S)-2-Imidazol-1-yl-1-phenyl-ethoxy)-5-oxo-5,6,7,8-tetrahydro-naphthalen-1-ylmethyl]-4-methoxy-benzenesulfonamide). Run in C(Cl)Cl (CH2Cl2), N1=CC=CC=C1 (pyridine). The reactants are Cl.Cl.NCC1=C2CCCC(C2=CC=C1O[C@H](CN1C=NC=C1)C1=CC=CC=C1)=O (5-aminomethyl-6-((S)-2-imidazol-1-yl-1-phenyl-ethoxy)-3,4-dihydro-2H-naphthalen-1-one bis-hydrochloride), COC1=CC=C(C=C1)S(=O)(=O)Cl (4-methoxybenzenesulfonyl chloride), polyamine resin. The reactants are C(C1=CC=CC=C1)OC(=O)NC(C(=O)OC(C)(C)C)(CC(=O)OC1CC(CCC1C(C)C)C)C(N)=O (t-Butyl 2-benzyloxycarbonylamino-2-carbamoyl-3-[(−)-menthyloxycarbonyl]propionate). The solvent is CC(=O)C (acetone). Reaction conditions: time 8 hour. Yields the product C(C1=CC=CC=C1)OC(=O)N[C@](C(=O)OC(C)(C)C)(CC(=O)OC1CC(CCC1C(C)C)C)C(N)=O (t-butyl (2R)-2-benzyloxycarbonylamino-2-carbamoyl-3-[(−)-menthyloxycarbonyl]propionate). Yield: 8.8%. Reaction SMILES: [CH2:1]([O:8][C:9]([NH:11][C:12]([C:34](=[O:36])[NH2:35])([CH2:20][C:21]([O:23][CH:24]1[CH:29]([CH:30]([CH3:32])[CH3:31])[CH2:28][CH2:27][CH:26]([CH3:33])[CH2:25]1)=[O:22])[C:13]([O:15][C:16]([CH3:19])([CH3:18])[CH3:17])=[O:14])=[O:10])[C:2]1[CH:7]=[CH:6][CH:5]=[CH:4][CH:3]=1>CC(C)=O>[CH2:1]([O:8][C:9]([NH:11][C@@:12]([C:34](=[O:36])[NH2:35])([CH2:20][C:21]([O:23][CH:24]1[CH:29]([CH:30]([CH3:31])[CH3:32])[CH2:28][CH2:27][CH:26]([CH3:33])[CH2:25]1)=[O:22])[C:13]([O:15][C:16]([CH3:18])([CH3:17])[CH3:19])=[O:14])=[O:10])[C:2]1[CH:7]=[CH:6][CH:5]=[CH:4][CH:3]=1. Procedure: t-Butyl 2-benzyloxycarbonylamino-2-carbamoyl-3-[(−)-menthyloxycarbonyl]propionate (500 mg) was dissolved in acetone (2.5 g) under heating and placed in a freezer overnight. The precipitated crystals were filtered and dried to give t-butyl (2R)-2-benzyloxycarbonylamino-2-carbamoyl-3-[(−)-menthyloxycarbonyl]propionate (44 mg, yield 8.8%) as a white crystal. Optical purity of (2R)-derivative: 79.1% d.e. The reactants are ClC=1N=C(C2=C(N1)C=C(S2)C=2C=C(C=NC2)C(=O)O)N2CCOCC2 (5-(2-Chloro-4-morpholinothieno[3,2-d]pyrimidin-6-yl)pyridine-3-carboxylic acid), NC[C@H](C)O ((S)-(+)-1-amino-2-propanol). Yields the product ClC=1N=C(C2=C(N1)C=C(S2)C=2C=C(C=NC2)C(=O)NC[C@H](C)O)N2CCOCC2 (5-(2-chloro-4-morpholinothieno[3,2-d]pyrimidin-6-yl)-N-((S)-2-hydroxypropyl)pyridine-3-carboxamide). RXN SMILES: [Cl:1][C:2]1[N:3]=[C:4]([N:20]2[CH2:25][CH2:24][O:23][CH2:22][CH2:21]2)[C:5]2[S:10][C:9]([C:11]3[CH:12]=[C:13]([C:17](O)=[O:18])[CH:14]=[N:15][CH:16]=3)=[CH:8][C:6]=2[N:7]=1.[NH2:26][CH2:27][C@@H:28]([OH:30])[CH3:29]>>[Cl:1][C:2]1[N:3]=[C:4]([N:20]2[CH2:21][CH2:22][O:23][CH2:24][CH2:25]2)[C:5]2[S:10][C:9]([C:11]3[CH:12]=[C:13]([C:17]([NH:26][CH2:27][C@@H:28]([OH:30])[CH3:29])=[O:18])[CH:14]=[N:15][CH:16]=3)=[CH:8][C:6]=2[N:7]=1. Reported procedure: 5-(2-Chloro-4-morpholinothieno[3,2-d]pyrimidin-6-yl)pyridine-3-carboxylic acid (40 mg) was reacted with (S)-(+)-1-amino-2-propanol via General Procedure B to yield 5-(2-chloro-4-morpholinothieno[3,2-d]pyrimidin-6-yl)-N-((S)-2-hydroxypropyl)pyridine-3-carboxamide. Crude 5-(2-chloro-4-morpholinothieno[3,2-d]pyrimidin-6-yl)-N-((S)-2-hydroxypropyl)pyridine-3-carboxamide (46 mg) was coupled to 4-(4,4,5,5-tetramethyl-1,3,2-dioxaborolan-2-yl)-1H-indazole 7 via General Procedure A to yield 7.6 mg of 342...